This data is from the Open Reaction Database (ORD), a public repository of structured organic reaction records. The task is: describe an organic reaction: reactants, conditions, products, and yield Starting materials: C1CCOC1, CCO, [Cl-], O=C(Nc1nccs1)C(=CC1CCOCC1)c1ccc([N+](=O)[O-])cc1, [NH4+], O. Product: Nc1ccc(C(=CC2CCOCC2)C(=O)Nc2nccs2)cc1. RXN SMILES: [CH2:32]1[O:33][CH2:34][CH2:35][CH2:36]1.[CH3:29][CH2:30][OH:31].[Cl-:27].[N+:1]([O-:2])(=[O:3])[c:4]1[cH:5][cH:6][c:7]([C:10]([C:11](=[O:12])[NH:13][c:14]2[s:15][cH:16][cH:17][n:18]2)=[CH:19][CH:20]2[CH2:21][CH2:22][O:23][CH2:24][CH2:25]2)[cH:8][cH:9]1.[NH4+:28].[OH2:26]>>[NH2:1][c:4]1[cH:5][cH:6][c:7]([C:10]([C:11](=[O:12])[NH:13][c:14]2[s:15][cH:16][cH:17][n:18]2)=[CH:19][CH:20]2[CH2:21][CH2:22][O:23][CH2:24][CH2:25]2)[cH:8][cH:9]1. Reaction SMILES: [F:1][C:2]1[C:11]2[N:10]([CH2:12][C:13]3[CH:18]=[CH:17][C:16]([N:19]4[CH:23]=[CH:22][CH:21]=[N:20]4)=[CH:15][CH:14]=3)[CH:9]=[C:8]3[C:24](=[O:35])[N:25]([C:27]4[CH:34]=[CH:33][CH:32]=[CH:31][C:28]=4[CH:29]=[O:30])[N:26]=[C:7]3[C:6]=2[C:5]([F:36])=[CH:4][CH:3]=1.[BH4-].[Na+]>CO>[F:1][C:2]1[C:11]2[N:10]([CH2:12][C:13]3[CH:14]=[CH:15][C:16]([N:19]4[CH:23]=[CH:22][CH:21]=[N:20]4)=[CH:17][CH:18]=3)[CH:9]=[C:8]3[C:24](=[O:35])[N:25]([C:27]4[CH:34]=[CH:33][CH:32]=[CH:31][C:28]=4[CH2:29][OH:30])[N:26]=[C:7]3[C:6]=2[C:5]([F:36])=[CH:4][CH:3]=1 |f:1.2|. Conditions: time 2 hour. The reactants are FC1=CC=C(C=2C=3C(=CN(C12)CC1=CC=C(C=C1)N1N=CC=C1)C(N(N3)C3=C(C=O)C=CC=C3)=O)F (2-(6,9-Difluoro-3-oxo-5-{[4-(1H-pyrazol-1-yl)phenyl]methyl}-3,5-dihydro-2H-pyrazolo[4,3-c]quinolin-2-yl)benzaldehyde), [BH4-].[Na+] (sodium borohydride). Run in CO (methanol). Yields the product FC1=CC=C(C=2C=3C(=CN(C12)CC1=CC=C(C=C1)N1N=CC=C1)C(N(N3)C3=C(C=CC=C3)CO)=O)F (6,9-Difluoro-2-[2-(hydroxymethyl)phenyl]-5-{[4-(1H-pyrazol-1-yl)phenyl]methyl}-2,5-dihydro-3H-pyrazolo[4,3-c]quinolin-3-one). Reported procedure: 2-(6,9-Difluoro-3-oxo-5-{[4-(1H-pyrazol-1-yl)phenyl]methyl}-3,5-dihydro-2H-pyrazolo[4,3-c]quinolin-2-yl)benzaldehyde [(Example 39) 15 mg, 0.31 mmol] was dissolved in methanol (3 mL), treated with sodium borohydride (4 mg, 0.62 mmol, 2 equiv) and stirred at ambient temperature for 2 hours. The mixture was concentrated in vacuo and the residue was purified by silica gel gradient chromatography (100:0 to 80:20; dichloromethane:methanol), providing the titled compound: 1H-NMR (400 MHz, CDCl3) δ 8.46... Starting materials: O (water), COC=1C=CC=CC1OCC(CO)O (glycerol guaiacolate), N1=CC=CC=C1 (pyridine), CNS(=O)(=O)Cl (N-methylsulfamoyl chloride). The solvent is C(Cl)Cl (methylene chloride), C(Cl)Cl (methylene chloride). Conditions: time 2 hour. Yields the product OC(COS(NC)(=O)=O)COC1=C(C=CC=C1)OC (Methylsulfamic acid 2-hydroxy-3-(2-methoxyphenoxy)propyl ester). The yield is 36.7%. Reaction SMILES: [CH3:1][O:2][C:3]1[CH:4]=[CH:5][CH:6]=[CH:7][C:8]=1[O:9][CH2:10][CH:11]([OH:14])[CH2:12][OH:13].N1C=CC=CC=1.[CH3:21][NH:22][S:23](Cl)(=[O:25])=[O:24].O>C(Cl)Cl>[OH:14][CH:11]([CH2:10][O:9][C:8]1[CH:7]=[CH:6][CH:5]=[CH:4][C:3]=1[O:2][CH3:1])[CH2:12][O:13][S:23](=[O:25])(=[O:24])[NH:22][CH3:21]. Procedure details: A solution of 26.5 g (0.13 mole) of glycerol guaiacolate in 100 ml of methylene chloride and 10.8 ml (0.13 mole) of pyridine was added in a thin stream to a stirred solution of 17.1 g (0.13 mole) of N-methylsulfamoyl chloride (Preparation 24) in 70 ml of methylene chloride, and the reaction mixture was stirred at ambient temperature for 2 hr. The reaction mixture was treated with 150 ml of water, the layers were separated, and the organic layer was washed successively with a 200 ml portion of 2N... The reactants are C(=O)(N1C=NC=C1)N1C=NC=C1 (carbonyldiimidazole), C(C)(C)(C)OC(=O)N[C@@H](C(C)C)C(=O)O (N-t-butoxycarbonylvaline), C(C(C)C)N (isobutylamine). Run in C1CCOC1 (THF). Conditions: time 50 minute. Yields the product C(C)(C)(C)OC(=O)N[C@@H](C(C)C)C(=O)NCC(C)C (N2-(tert-butoxycarbonyl)-N1-isobutyl-L-valinamide). Isolated yield 83.0%. RXN SMILES: [C:1]([O:5][C:6]([NH:8][C@H:9]([C:13]([OH:15])=O)[CH:10]([CH3:12])[CH3:11])=[O:7])([CH3:4])([CH3:3])[CH3:2].C(N1C=CN=C1)(N1C=CN=C1)=O.[CH2:28]([NH2:32])[CH:29]([CH3:31])[CH3:30]>C1COCC1>[C:1]([O:5][C:6]([NH:8][C@H:9]([C:13]([NH:32][CH2:28][CH:29]([CH3:31])[CH3:30])=[O:15])[CH:10]([CH3:11])[CH3:12])=[O:7])([CH3:2])([CH3:3])[CH3:4]. Procedure: N-t-butoxycarbonylvaline (2.2 g, 10 mmol) is dissolved in, dry THF under nitrogen, and to this is added 2.0 g (12 mmol) of carbonyldiimidazole. After this mixture is stirred for 50 min, 2.0 mL (20 mmol) of isobutylamine is added. After 1 week, the mixture is concentrated, dissolved in ethyl acetate, and washed successively with aqueous potassium hydrogen sulfate, water, and brine. It is dried over anhydrous sodium sulfate and concentrated to 2.27 g (8.3 mmol, 83%) of the title compound as a whit... Reactants: COc1cccc2nc(C)sc12, Cl, [Na+], O=C([O-])O, O, c1ccncc1. The product is Cc1nc2cccc(O)c2s1. As a reaction SMILES: [CH3:1][O:2][c:3]1[cH:4][cH:5][cH:6][c:7]2[n:8][c:9]([CH3:12])[s:10][c:11]12.[ClH:13].[Na+:24].[O-:20][C:21]([OH:22])=[O:23].[OH2:25].[n:14]1[cH:15][cH:16][cH:17][cH:18][cH:19]1>>[OH:2][c:3]1[cH:4][cH:5][cH:6][c:7]2[n:8][c:9]([CH3:12])[s:10][c:11]12. Starting materials: Cc1cc(C(=O)O)ccc1CCCC(=O)N1CCN(CCC(C)(C)C)CC1, CN(C)c1ccncc1, CCN(C(C)C)C(C)C, ClCCl, c1ccc2c(c1)NCCCO2. The product is Cc1cc(C(=O)N2CCCOc3ccccc32)ccc1CCCC(=O)N1CCN(CCC(C)(C)C)CC1. As a reaction SMILES: [CH3:1][C:2]([CH2:3][CH2:4][N:5]1[CH2:6][CH2:7][N:8]([C:11]([CH2:12][CH2:13][CH2:14][c:15]2[c:16]([CH3:24])[cH:17][c:18]([C:19](=[O:20])[OH:21])[cH:22][cH:23]2)=[O:25])[CH2:9][CH2:10]1)([CH3:26])[CH3:27].[CH3:48][N:49]([c:50]1[cH:51][cH:52][n:53][cH:54][cH:55]1)[CH3:56].[CH:39]([N:40]([CH2:41][CH3:42])[CH:43]([CH3:44])[CH3:45])([CH3:46])[CH3:47].[Cl:57][CH2:58][Cl:59].[cH:28]1[cH:29][cH:30][cH:31][c:32]2[c:33]1[NH:34][CH2:35][CH2:36][CH2:37][O:38]2>>[CH3:1][C:2]([CH2:3][CH2:4][N:5]1[CH2:6][CH2:7][N:8]([C:11]([CH2:12][CH2:13][CH2:14][c:15]2[c:16]([CH3:24])[cH:17][c:18]([C:19](=[O:21])[N:34]3[c:33]4[cH:28][cH:29][cH:30][cH:31][c:32]4[O:38][CH2:37][CH2:36][CH2:35]3)[cH:22][cH:23]2)=[O:25])[CH2:9][CH2:10]1)([CH3:26])[CH3:27].